Task: describe an organic reaction: reactants, conditions, products, and yield. Dataset: the Open Reaction Database (ORD), a public repository of structured organic reaction records Reactants: CCOC(=O)CBr, CCCC([SH]=C(C)[O-])c1cccc(OC)c1, CO, CN(C)C=O, [Na+], [OH-], O. The product is CCCC(SCC(=O)OCC)c1cccc(OC)c1. As a reaction SMILES: [Br:19][CH2:20][C:21](=[O:22])[O:23][CH2:24][CH3:25].[CH3:1][O:2][c:3]1[cH:4][c:5]([CH:9]([CH2:10][CH2:11][CH3:12])[SH:13]=[C:14]([O-:15])[CH3:16])[cH:6][cH:7][cH:8]1.[CH3:27][OH:28].[CH3:29][N:30]([CH3:31])[CH:32]=[O:33].[Na+:18].[OH-:17].[OH2:26]>>[CH3:1][O:2][c:3]1[cH:4][c:5]([CH:9]([CH2:10][CH2:11][CH3:12])[S:13][CH2:20][C:21](=[O:22])[O:23][CH2:24][CH3:25])[cH:6][cH:7][cH:8]1. The reactants are ClC1=NC=C(C=N1)SC (2-chloro-5-methylthiopyrimidine), BrC=1C=NC(=NC1)Cl (5-bromo-2-chloropyrimidine), FC1(CCC(CC1)C1=C(C(=NC=2CC(CC(C12)OCC1=CC=C(C=C1)OC)(C)C)C1CCNCC1)C(C1=CC=C(C=C1)C(F)(F)F)F)F ((−)-4-(4,4-Difluorocyclohexyl)-3-{fluoro[4-(trifluoromethyl)phenyl]methyl}-5-[(4-methoxybenzyl)oxy]-7,7-dimethyl-2-(piperidin-4-yl)-5,6,7,8-tetrahydroquinoline). Product: FC1(CCC(CC1)C1=C(C(=NC=2CC(CC(C12)O)(C)C)C1CCN(CC1)C1=NC=C(C=N1)SC)C(C1=CC=C(C=C1)C(F)(F)F)F)F ((−)-4-(4,4-Difluorocyclohexyl)-3-{fluoro[4-(trifluoromethyl)phenyl]methyl}-7,7-dimethyl-2-[1-(5-methylthiopyrimidin-2-yl)-piperidin-4-yl]-5,6,7,8-tetrahydroquinolin-5-ol), solid. Isolated yield 84.0%. As a reaction SMILES: Cl[C:2]1[N:7]=[CH:6][C:5]([S:8][CH3:9])=[CH:4][N:3]=1.BrC1C=NC(Cl)=NC=1.[F:18][C:19]1([F:65])[CH2:24][CH2:23][CH:22]([C:25]2[C:34]3[CH:33]([O:35]CC4C=CC(OC)=CC=4)[CH2:32][C:31]([CH3:46])([CH3:45])[CH2:30][C:29]=3[N:28]=[C:27]([CH:47]3[CH2:52][CH2:51][NH:50][CH2:49][CH2:48]3)[C:26]=2[CH:53]([F:64])[C:54]2[CH:59]=[CH:58][C:57]([C:60]([F:63])([F:62])[F:61])=[CH:56][CH:55]=2)[CH2:21][CH2:20]1>>[F:65][C:19]1([F:18])[CH2:24][CH2:23][CH:22]([C:25]2[C:34]3[CH:33]([OH:35])[CH2:32][C:31]([CH3:45])([CH3:46])[CH2:30][C:29]=3[N:28]=[C:27]([CH:47]3[CH2:52][CH2:51][N:50]([C:2]4[N:7]=[CH:6][C:5]([S:8][CH3:9])=[CH:4][N:3]=4)[CH2:49][CH2:48]3)[C:26]=2[CH:53]([F:64])[C:54]2[CH:59]=[CH:58][C:57]([C:60]([F:62])([F:63])[F:61])=[CH:56][CH:55]=2)[CH2:21][CH2:20]1. Procedure: Reactions similar to those of the first step of Example 2 and Example 38 were performed except for using 2-chloro-5-methylthiopyrimidine, which was prepared by a method similar to that of Reference Example 36, instead of 5-bromo-2-chloropyrimidine, and from 60 mg (89 μmol) of (−)-4-(4,4-Difluorocyclohexyl)-3-{fluoro[4-(trifluoromethyl)phenyl]methyl}-5-[(4-methoxybenzyl)oxy]-7,7-dimethyl-2-(piperidin-4-yl)-5,6,7,8-tetrahydroquinoline, which was prepared by a method similar to that of Reference Ex... Reactants: Cl.C(C1=CC=CC=C1)N1CCC(CC1)CO (1-benzyl-4-piperidinemethanol hydrochloride), C (charcoal). Run in C(C)O (ethanol). Product: Cl.N1CCC(CC1)CO (4-Piperidinemethanol hydrochloride). Isolated yield 89.1%. Reaction SMILES: [ClH:1].C([N:9]1[CH2:14][CH2:13][CH:12]([CH2:15][OH:16])[CH2:11][CH2:10]1)C1C=CC=CC=1.C>C(O)C>[ClH:1].[NH:9]1[CH2:14][CH2:13][CH:12]([CH2:15][OH:16])[CH2:11][CH2:10]1 |f:0.1,4.5|. Reported procedure: 105 g of 1-benzyl-4-piperidinemethanol hydrochloride, 2 l of ethanol and 12.5 g of palladinized charcoal are introduced into a Parr bottle, and a hydrogenolysis is performed at 50° C. under a pressure of 0.4 MPa. The mixture is filtered and the filtrate evaporated off under reduced pressure. 58.7 g of solid are obtained. Melting point: 128°-130° C. Reactants: CC(C)NC(C)C, O=C(O)c1cnccc1Cl. The product is CC(C)N(C(=O)c1cnccc1Cl)C(C)C. As a reaction SMILES: [CH:1]([CH3:2])([CH3:3])[NH:4][CH:5]([CH3:6])[CH3:7].[Cl:8][c:9]1[cH:10][cH:11][n:12][cH:13][c:14]1[C:15](=[O:16])[OH:17]>>[CH:1]([CH3:2])([CH3:3])[N:4]([CH:5]([CH3:6])[CH3:7])[C:15]([c:14]1[c:9]([Cl:8])[cH:10][cH:11][n:12][cH:13]1)=[O:16]. Reported procedure: Cyclopropylamine (50 mg) and 1-(5-amino-2,4-difluorophenyl)-8-chloro-6,7-difluoro-4-oxo-1,4-dihydroquinoline-3-carboxylic acid (150 mg) were, added to N,N-dimethylformamide (2 ml), and the mixtures was stirred at 60° C. for 2 hours. After the reaction mixture was cooled back to room temperature, the solvent was, distilled off under reduced pressure. Ethanol was added to the residue, and solids deposited were collected by filtration to obtain the title compound (80 mg) as a pale yellow powder. Isolated yield 48.7%. Reaction SMILES: [CH:1]1([NH2:4])[CH2:3][CH2:2]1.[NH2:5][C:6]1[C:7]([F:30])=[CH:8][C:9]([F:29])=[C:10]([N:12]2[C:21]3[C:16](=[CH:17][C:18]([F:24])=[C:19](F)[C:20]=3[Cl:22])[C:15](=[O:25])[C:14]([C:26]([OH:28])=[O:27])=[CH:13]2)[CH:11]=1>CN(C)C=O>[NH2:5][C:6]1[C:7]([F:30])=[CH:8][C:9]([F:29])=[C:10]([N:12]2[C:21]3[C:16](=[CH:17][C:18]([F:24])=[C:19]([NH:4][CH:1]4[CH2:3][CH2:2]4)[C:20]=3[Cl:22])[C:15](=[O:25])[C:14]([C:26]([OH:28])=[O:27])=[CH:13]2)[CH:11]=1. Run in CN(C=O)C (N,N-dimethylformamide). Yields the product NC=1C(=CC(=C(C1)N1C=C(C(C2=CC(=C(C(=C12)Cl)NC1CC1)F)=O)C(=O)O)F)F (1-(5-Amino-2,4-difluorophenyl)-8-chloro-7-cyclopropylamino-6-fluoro-4-oxo-1,4-dihydroquinoline-3-carboxylic Acid). Run at temperature 60 celsius, time 2 hour. Starting materials: C1(CC1)N (Cyclopropylamine), NC=1C(=CC(=C(C1)N1C=C(C(C2=CC(=C(C(=C12)Cl)F)F)=O)C(=O)O)F)F (1-(5-amino-2,4-difluorophenyl)-8-chloro-6,7-difluoro-4-oxo-1,4-dihydroquinoline-3-carboxylic acid). The reactants are CNC=1C=CC=C2C1SCC1=C2N(N=C1C(=O)N1CCOCC1)C1=CC=CC=C1 (N-methyl-3-(morpholin-4-ylcarbonyl)-1-phenyl-1,4-dihydrothiochromeno[4,3-c]pyrazol-6-amine), OOS(=O)[O-].[K+] (oxone), CCOC(=O)C (EtOAc). The solvent is C1CCOC1.O (THF H2O). Reaction conditions: time 3 hour. The product is CNC=1C=CC=C2C1S(CC1=C2N(N=C1C(=O)N1CCOCC1)C1=CC=CC=C1)(=O)=O (N-Methyl-3-(morpholin-4-ylcarbonyl)-1-phenyl-1,4-dihydrothiochromeno[4,3-c]pyrazol-6-amine 5,5-dioxide). RXN SMILES: [CH3:1][NH:2][C:3]1[CH:4]=[CH:5][CH:6]=[C:7]2[C:12]3[N:13]([C:24]4[CH:29]=[CH:28][CH:27]=[CH:26][CH:25]=4)[N:14]=[C:15]([C:16]([N:18]4[CH2:23][CH2:22][O:21][CH2:20][CH2:19]4)=[O:17])[C:11]=3[CH2:10]S[C:8]=12.O[O:31][S:32]([O-:34])=O.[K+].CCOC(C)=O>C1COCC1.O>[CH3:1][NH:2][C:3]1[CH:4]=[CH:5][CH:6]=[C:7]2[C:12]3[N:13]([C:24]4[CH:29]=[CH:28][CH:27]=[CH:26][CH:25]=4)[N:14]=[C:15]([C:16]([N:18]4[CH2:23][CH2:22][O:21][CH2:20][CH2:19]4)=[O:17])[C:11]=3[CH2:10][S:32](=[O:34])(=[O:31])[C:8]=12 |f:1.2,4.5|. Procedure: To a solution of N-methyl-3-(morpholin-4-ylcarbonyl)-1-phenyl-1,4-dihydrothiochromeno[4,3-c]pyrazol-6-amine (90 mg, 0.22 mmol) in THF: H2O (1:1, 10 mL) is added oxone (545 mg, 0.88 mmol) and the reaction mixture is stirred at RT for 3 h. After this time, EtOAc is added to the reaction mixture that is washed with water. The organic layer is separated, dried over Na2SO4, concentrated under reduced pressure. The solid residue is purified by silica gel flash chromatography (40% EtOAc in pet.ether) t...